From a dataset of the Open Reaction Database (ORD), a public repository of structured organic reaction records. describe an organic reaction: reactants, conditions, products, and yield Starting materials: COC=1C=CC2=C(C(=CO2)C)C1 (5-methoxy-3-methyl-1-benzofuran), [Cl-].[Al+3].[Cl-].[Cl-] (aluminum chloride), C(C)C(C(=O)Cl)CC (2-ethylbutanoyl chloride), [N+](=O)([O-])C (nitromethane). The solvent is O (Water). Reaction conditions: time 1.5 hour. Yields the product C(C)C(C(=O)C=1OC2=C(C1C)C=C(C=C2)OC)CC (2-ethyl-1-(5-methoxy-3-methyl-1-benzofuran-2-yl)butan-1-one). Yield: 97.0%. As a reaction SMILES: [CH3:1][O:2][C:3]1[CH:4]=[CH:5][C:6]2[O:10][CH:9]=[C:8]([CH3:11])[C:7]=2[CH:12]=1.[CH2:13]([CH:15]([CH2:19][CH3:20])[C:16](Cl)=[O:17])[CH3:14].[N+](C)([O-])=O.[Cl-].[Al+3].[Cl-].[Cl-]>O>[CH2:13]([CH:15]([CH2:19][CH3:20])[C:16]([C:9]1[O:10][C:6]2[CH:5]=[CH:4][C:3]([O:2][CH3:1])=[CH:12][C:7]=2[C:8]=1[CH3:11])=[O:17])[CH3:14] |f:3.4.5.6|. Reported procedure: To a mixture of 5-methoxy-3-methyl-1-benzofuran (2.00 g) synthesized above, 2-ethylbutanoyl chloride (1.85 mL) and nitromethane (30 mL) was added aluminum chloride (3.28 g), and the mixture was stirred at room temperature for 1.5 hr. Water was added to quench the reaction, and the reaction mixture was extracted with ethyl acetate. The extract was washed with saturated brine, dried over magnesium sulfate, and concentrated under reduced pressure. The residue was purified by silica gel column chrom...